From a dataset of the Open Reaction Database (ORD), a public repository of structured organic reaction records. describe an organic reaction: reactants, conditions, products, and yield Starting materials: N(O)=C1SC(C(=N1)C(C)C)(C)C (2-oxo-4-isopropyl-5,5-dimethyl-3-thiazoline-oxime), CN=C=O (methyl isocyanate). Product: CNC(=O)ON=C1SC(C(=N1)C(C)C)(C)C (2-oxo-4-isopropyl-5,5-dimethyl-3-thiazoline-O-(methylcarbamoyl)-oxime). Reaction SMILES: [N:1](=[C:3]1[N:7]=[C:6]([CH:8]([CH3:10])[CH3:9])[C:5]([CH3:12])([CH3:11])[S:4]1)[OH:2].[CH3:13][N:14]=[C:15]=[O:16]>>[CH3:13][NH:14][C:15]([O:2][N:1]=[C:3]1[N:7]=[C:6]([CH:8]([CH3:9])[CH3:10])[C:5]([CH3:11])([CH3:12])[S:4]1)=[O:16]. Procedure: 2-oxo-4-isopropyl-5,5-dimethyl-3-thiazoline-oxime was reacted with methyl isocyanate as described in Example 4 to yield 2-oxo-4-isopropyl-5,5-dimethyl-3-thiazoline-O-(methylcarbamoyl)-oxime, m.p. 89°-91° C. The 2-oxo-4-isopropyl-5,5-dimethyl-3-thiazoline-oxime starting material (m.p. 220°-222° C.) was prepared from 2,4-dimethyl-2-thiocyanato-3-pentanone (b.p. [0.02 mm] 64°-66° C.). Reactants: C1(=CC=CC=C1)C(CC(C1=CC=CC=C1)=O)C1C(CCCC1)=O (2-(α-phenyl-β-benzoylethyl)-cyclohexanone), C(C)(=O)O (acetic acid), Cl (hydrochloric acid). Solvent: O (water). Product: C1(=CC=CC=C1)C=1C2CCCC(C(C1)C1=CC=CC=C1)C2=O (2,4-Diphenyl bicyclo[3.3.1]non-2-ene-9one). RXN SMILES: [C:1]1([CH:7]([CH:17]2[CH2:22][CH2:21][CH2:20][CH2:19][C:18]2=[O:23])[CH2:8][C:9](=O)[C:10]2[CH:15]=[CH:14][CH:13]=[CH:12][CH:11]=2)[CH:6]=[CH:5][CH:4]=[CH:3][CH:2]=1.C(O)(=O)C.Cl>O>[C:10]1([C:9]2[CH:19]3[C:18](=[O:23])[CH:17]([CH:7]([C:1]4[CH:2]=[CH:3][CH:4]=[CH:5][CH:6]=4)[CH:8]=2)[CH2:22][CH2:21][CH2:20]3)[CH:11]=[CH:12][CH:13]=[CH:14][CH:15]=1. Reported procedure: Into a 1 L round bottom flask fifteen parts of 2-(α-phenyl-β-benzoylethyl)-cyclohexanone, 500 ml acetic acid and 100 mL of concentrated hydrochloric acid was added. Reaction mixture was heated under reflux for 45 hours. The hot reaction mixture was diluted with 250 ml of water (reaction mixture was cloudy). The reaction mixture was cool to room temperature to give a white solid which was filtered and dried under vacuum, to yield 11.75 g of product. The reaction proceeded as follows: